From a dataset of the Open Reaction Database (ORD), a public repository of structured organic reaction records. describe an organic reaction: reactants, conditions, products, and yield Starting materials: [OH-].[Na+] (sodium hydroxide), S(=O)(=O)(N)N (Sulfamide), CN (methylamine), FC(C(=O)O)(F)F.NCC=1C(=NON1)C1=NOC(N1C1=CC(=C(C=C1)F)Cl)=O (3-[4-(aminomethyl)-1,2,5-oxadiazol-3-yl]-4-(3-chloro-4-fluorophenyl)-1,2,4-oxadiazol-5(4H)-one trifluoroacetate). The solvent is O (water), N1=CC=CC=C1 (pyridine). Conditions: temperature 120 celsius, time 30 minute. Yields the product FC(C(=O)O)(F)F.ClC=1C=C(C=CC1F)NC(=NO)C1=NON=C1CNS(=O)(=O)NC (N-(3-Chloro-4-fluorophenyl)-N′-hydroxy-4-([(methylamino)sulfonyl]amino-methyl)-1,2,5-oxadiazole-3-carboximidamide trifluoroacetate). Isolated yield 6.2%. As a reaction SMILES: [S:1]([NH2:5])(N)(=[O:3])=[O:2].[CH3:6]N.[F:8][C:9]([F:14])([F:13])[C:10]([OH:12])=[O:11].[NH2:15][CH2:16][C:17]1[C:18]([C:22]2[N:26]([C:27]3[CH:32]=[CH:31][C:30]([F:33])=[C:29]([Cl:34])[CH:28]=3)C(=O)[O:24][N:23]=2)=[N:19][O:20][N:21]=1.[OH-].[Na+]>N1C=CC=CC=1.O>[F:8][C:9]([F:14])([F:13])[C:10]([OH:12])=[O:11].[Cl:34][C:29]1[CH:28]=[C:27]([NH:26][C:22]([C:18]2[C:17]([CH2:16][NH:15][S:1]([NH:5][CH3:6])(=[O:3])=[O:2])=[N:21][O:20][N:19]=2)=[N:23][OH:24])[CH:32]=[CH:31][C:30]=1[F:33] |f:2.3,4.5,8.9|. Reported procedure: Sulfamide (32 mg, 0.33 mmol) and methylamine (15 μL, 0.33 mmol) were dissolved in pyridine (1.0 mL). The solution was heated to 120° C. for 5 minutes in a microwave. 3-[4-(aminomethyl)-1,2,5-oxadiazol-3-yl]-4-(3-chloro-4-fluorophenyl)-1,2,4-oxadiazol-5(4H)-one trifluoroacetate (32 mg, 0.075 mmol) was than added and the solution was heated to 120° C. for 3 minutes. A solution of sodium hydroxide in water (1 mL, 1 N) was added and the solution stirred at room temperature for 30 minutes. Acidificat... Starting materials: COc1ccc(C=O)cc1Br, C1CCNC1, CN(C)C=O, Cl, O=C1Cc2ccccc2N1. The product is COc1ccc(C=C2C(=O)Nc3ccccc32)cc1Br. As a reaction SMILES: [Br:1][c:2]1[cH:3][c:4]([CH:5]=[O:6])[cH:7][cH:8][c:9]1[O:10][CH3:11].[CH2:12]1[CH2:13][NH:14][CH2:15][CH2:16]1.[CH3:28][N:29]([CH3:30])[CH:31]=[O:32].[ClH:27].[NH:17]1[C:18](=[O:26])[CH2:19][c:20]2[cH:21][cH:22][cH:23][cH:24][c:25]21>>[Br:1][c:2]1[cH:3][c:4]([CH:5]=[C:19]2[C:18](=[O:26])[NH:17][c:25]3[c:20]2[cH:21][cH:22][cH:23][cH:24]3)[cH:7][cH:8][c:9]1[O:10][CH3:11]. The reactants are ClCCCBr, O=C([O-])[O-], CC(C)=O, [K+], [K+], O=[N+]([O-])c1ccc(O)cc1. The product is O=[N+]([O-])c1ccc(OCCCCl)cc1. Reaction SMILES: [Br:11][CH2:12][CH2:13][CH2:14][Cl:15].[C:16](=[O:17])([O-:18])[O-:19].[CH3:22][C:23](=[O:24])[CH3:25].[K+:20].[K+:21].[OH:1][c:2]1[cH:3][cH:4][c:5]([N+:8]([O-:9])=[O:10])[cH:6][cH:7]1>>[O:1]([c:2]1[cH:3][cH:4][c:5]([N+:8]([O-:9])=[O:10])[cH:6][cH:7]1)[CH2:12][CH2:13][CH2:14][Cl:15]. Yields the product CCOc1ccc(C2(C(=O)O)CC(F)(F)C2(F)F)cc1. Reactants: CCOC(=O)C1(c2ccc(OCC)cc2)CC(F)(F)C1(F)F, CCO, [Na+], [OH-], O. RXN SMILES: [CH2:1]([CH3:2])[O:3][c:4]1[cH:5][cH:6][c:7]([C:10]2([C:18](=[O:19])[O:20][CH2:21][CH3:22])[C:11]([F:16])([F:17])[C:12]([F:14])([F:15])[CH2:13]2)[cH:8][cH:9]1.[CH3:25][CH2:26][OH:27].[Na+:24].[OH-:23].[OH2:28]>>[CH2:1]([CH3:2])[O:3][c:4]1[cH:5][cH:6][c:7]([C:10]2([C:18](=[O:19])[OH:20])[C:11]([F:16])([F:17])[C:12]([F:14])([F:15])[CH2:13]2)[cH:8][cH:9]1. Starting materials: [BH4-].[Na+] (Sodium borohydride), COC1CN(CCC1=O)CC1=CC=CC=C1 (3-methoxy-1-(phenylmethyl)-4-piperidinone). Run in C(C)O (ethanol). Run at time 3 hour. The product is CO[C@@H]1CN(CC[C@H]1O)CC1=CC=CC=C1 (trans-3-methoxy-1-(phenylmethyl)-4-piperidinol). Yield: 25.4%. As a reaction SMILES: [BH4-].[Na+].[CH3:3][O:4][CH:5]1[C:10](=[O:11])[CH2:9][CH2:8][N:7]([CH2:12][C:13]2[CH:18]=[CH:17][CH:16]=[CH:15][CH:14]=2)[CH2:6]1>C(O)C>[CH3:3][O:4][C@H:5]1[C@H:10]([OH:11])[CH2:9][CH2:8][N:7]([CH2:12][C:13]2[CH:18]=[CH:17][CH:16]=[CH:15][CH:14]=2)[CH2:6]1 |f:0.1|. Procedure: Sodium borohydride (7.7 g) was added portionwise to a stirred solution of 3-methoxy-1-(phenylmethyl)-4-piperidinone (44.8 g) in ethanol (610 ml). Upon completion, the whole was cooled to room temperature and stirring was continued for 3 hours at room temperature. The reaction mixture was concentrated to a volume of about 150 ml. Water (300 ml) was added to the concentrate and all traces of ethanol were evaporated. After cooling, the mixture was extracted with diethylether. The extract was washed... Starting materials: [Cl-].[NH4+] (ammonium chloride), CN(C)C(C1C(CCCC1)=O)C1=C(C=CC=C1)C (2-(dimethylamino-o-tolylmethyl) cyclohexanone), C(C1=CC=CC=C1)[Mg]Cl (benzylmagnesium chloride). Solvent: O1CCCC1 (tetrahydrofuran). Run at time 15 hour. The product is crude base, Cl.C(C1=CC=CC=C1)C1(C(CCCC1)C(C1=C(C=CC=C1)C)N(C)C)O (1-benzyl-2-(dimethylamino-o-tolylmethyl)cyclo-hexanol, hydrochloride). Isolated yield 29.6%. Reaction SMILES: [CH3:1][N:2]([CH:4]([C:12]1[CH:17]=[CH:16][CH:15]=[CH:14][C:13]=1[CH3:18])[CH:5]1[CH2:10][CH2:9][CH2:8][CH2:7][C:6]1=[O:11])[CH3:3].[CH2:19]([Mg][Cl:27])[C:20]1[CH:25]=[CH:24][CH:23]=[CH:22][CH:21]=1.[Cl-].[NH4+]>O1CCCC1>[ClH:27].[CH2:19]([C:6]1([OH:11])[CH2:7][CH2:8][CH2:9][CH2:10][CH:5]1[CH:4]([N:2]([CH3:1])[CH3:3])[C:12]1[CH:17]=[CH:16][CH:15]=[CH:14][C:13]=1[CH3:18])[C:20]1[CH:25]=[CH:24][CH:23]=[CH:22][CH:21]=1 |f:2.3,5.6|. Procedure: 2.0 g (7.5 mmole) of the 2-(dimethylamino-o-tolylmethyl) cyclohexanone prepared according to Example 66 were dissolved in 15 ml of tetrahydrofuran, added dropwise while cooling in an ice bath to 6.1 ml (12.2 mmole) of benzylmagnesium chloride (2 M solution in tetrahydrofuran), and stirred for 15 hours at RT. The reaction mixture was worked up by adding 158 ml of saturated ammonium chloride solution while cooling in an ice bath, and was extracted three times at RT with 15 ml of ether each time. T... Starting materials: C(CCCCCCCCCCC)C1=C(C=CC=C1)S(=O)(=O)O.C(C1CO1)(=O)N (Dodecylbenzenesulfonic acid Glycidamide), CO (Methanol), CC1(OCCN1)C (dimethyloxazolidine). Yields the product C(CCCCCCCCCCC)C1=C(C=CC=C1)S(=O)(=O)O.CC1(OCCN1)C (Dodecylbenzenesulfonic acid Dimethyloxazolidine). Reaction SMILES: [CH2:1]([C:13]1[CH:18]=[CH:17][CH:16]=[CH:15][C:14]=1[S:19]([OH:22])(=[O:21])=[O:20])[CH2:2][CH2:3][CH2:4][CH2:5][CH2:6][CH2:7][CH2:8][CH2:9][CH2:10][CH2:11][CH3:12].C(N)(=O)C1OC1.CO.[CH3:31][C:32]1([CH3:37])[NH:36][CH2:35][CH2:34][O:33]1>O>[CH2:1]([C:13]1[CH:18]=[CH:17][CH:16]=[CH:15][C:14]=1[S:19]([OH:22])(=[O:20])=[O:21])[CH2:2][CH2:3][CH2:4][CH2:5][CH2:6][CH2:7][CH2:8][CH2:9][CH2:10][CH2:11][CH3:12].[CH3:31][C:32]1([CH3:37])[NH:36][CH2:35][CH2:34][O:33]1 |f:0.1,5.6|. Run in O (water). Procedure details: 204.0 parts by weight of the 70% dodecylbenzene sulfonic acid solution of Example 3 is mixed with 233.5 grams of additonal Methanol. This solution is then added to 62.5 grams of a 78% dimethyloxazolidine solution in water, supplied by Angus Chemicals. These two components are then mixed till clear and homogeneous. Procedure details: The title compound was prepared from 2-Methoxy-3-{3-[5-(4-phenoxy-phenoxy)-pent-1-ynyl]-phenyl}-propionic acid of Example 155, Step E, and treated with Pd—C (0.1 eq) in ethyl acetate and H2. Filtered through celite and concentrated to give the compound. MS (ES) for C27H30O5 [M+H]+: 435.2, [M+NH4]+: 452.2. 1H-NMR (CDCl3, 200.15 MHz): 7.34–7.19 (m, 3H), 7.09–6.84 (m, 10H), 4.02 (dd, 1H, J=7.5, 4.6), 3.94 (t, 2H, J=6.5), 3.39 (s, 3H), 3.13 (dd, 1H, J=14.0, 4.3), 3.00 (dd, 1H, J=14.0, 7.5), 2.63 (t,... Reagents/catalysts: [Pd] (Pd—C). RXN SMILES: [CH3:1][O:2][CH:3]([CH2:7][C:8]1[CH:13]=[CH:12][CH:11]=[C:10]([C:14]#[C:15][CH2:16][CH2:17][CH2:18][O:19][C:20]2[CH:25]=[CH:24][C:23]([O:26][C:27]3[CH:32]=[CH:31][CH:30]=[CH:29][CH:28]=3)=[CH:22][CH:21]=2)[CH:9]=1)[C:4]([OH:6])=[O:5]>C(OCC)(=O)C.[Pd]>[CH3:1][O:2][CH:3]([CH2:7][C:8]1[CH:13]=[CH:12][CH:11]=[C:10]([CH2:14][CH2:15][CH2:16][CH2:17][CH2:18][O:19][C:20]2[CH:21]=[CH:22][C:23]([O:26][C:27]3[CH:28]=[CH:29][CH:30]=[CH:31][CH:32]=3)=[CH:24][CH:25]=2)[CH:9]=1)[C:4]([OH:6])=[O:5]. Solvent: C(C)(=O)OCC (ethyl acetate). Product: COC(C(=O)O)CC1=CC(=CC=C1)CCCCCOC1=CC=C(C=C1)OC1=CC=CC=C1 (2-Methoxy-3-{3-[5-(4-phenoxy-phenoxy)-pentyl]-phenyl}-propionic acid). The reactants are COC(C(=O)O)CC1=CC(=CC=C1)C#CCCCOC1=CC=C(C=C1)OC1=CC=CC=C1 (2-Methoxy-3-{3-[5-(4-phenoxy-phenoxy)-pent-1-ynyl]-phenyl}-propionic acid). Reactants: C(C)OCCO (2-ethoxyethanol), B(F)(F)F.CCOCC (boron trifluoride etherate), FC1=C(C(=O)O)C=CC(=C1)NCCCCCCCCCCCCCCCC (2-fluoro-4-(hexadecylamino)benzoic acid), B(F)(F)F.CCOCC (boron trifluoride etherate). The solvent is C1(=CC=CC=C1)C (toluene). Reaction conditions: time 120 hour. Product: FC1=C(C(=O)OCCOCC)C=CC(=C1)NCCCCCCCCCCCCCCCC (2-ethoxyethyl 2-fluoro-4-(hexadecylamino)benzoate). RXN SMILES: [F:1][C:2]1[CH:10]=[C:9]([NH:11][CH2:12][CH2:13][CH2:14][CH2:15][CH2:16][CH2:17][CH2:18][CH2:19][CH2:20][CH2:21][CH2:22][CH2:23][CH2:24][CH2:25][CH2:26][CH3:27])[CH:8]=[CH:7][C:3]=1[C:4]([OH:6])=[O:5].[CH2:28]([O:30][CH2:31][CH2:32]O)[CH3:29].B(F)(F)F.CCOCC>C1(C)C=CC=CC=1>[F:1][C:2]1[CH:10]=[C:9]([NH:11][CH2:12][CH2:13][CH2:14][CH2:15][CH2:16][CH2:17][CH2:18][CH2:19][CH2:20][CH2:21][CH2:22][CH2:23][CH2:24][CH2:25][CH2:26][CH3:27])[CH:8]=[CH:7][C:3]=1[C:4]([O:6][CH2:29][CH2:28][O:30][CH2:31][CH3:32])=[O:5] |f:2.3|. Procedure: A solution of 11.8 g of 2-fluoro-4-(hexadecylamino)benzoic acid, 1.00 g. of 2-ethoxyethanol and 5.35 ml of boron trifluoride etherate in 200 ml of toluene is stirred under reflux for 48 hours. The solution is treated with an additional 5.35 ml of boron trifluoride etherate and refluxing is continued for 120 hours. Dilution with water and methylene chloride followed by filtration affords 2-ethoxyethyl 2-fluoro-4-(hexadecylamino)benzoate as a white solid.